From a dataset of the Open Reaction Database (ORD), a public repository of structured organic reaction records. describe an organic reaction: reactants, conditions, products, and yield The reactants are ClC(F)F (chlorodifluoromethane), [OH-].[Na+] (Sodium hydroxide), ClC1=C(C(=CC(=C1)C(F)(F)F)Cl)N1N=C(N=C1)S (1-(2,6-dichloro-4-trifluoromethylphenyl)-3-mercapto-1,2,4-triazole), O1CCOCC1 (1,4-dioxane). Run in O (water), C(C)(=O)OCC (Ethyl acetate), O (water). Yields the product ClC1=C(C(=CC(=C1)C(F)(F)F)Cl)N1N=C(N=C1)SC(F)F (1-(2,6-dichloro-4-trifluoromethylphenyl)-3-difluoromethylsulfenyl-1,2,4-triazole). Reaction SMILES: [OH-].[Na+].[Cl:3][C:4]1[CH:9]=[C:8]([C:10]([F:13])([F:12])[F:11])[CH:7]=[C:6]([Cl:14])[C:5]=1[N:15]1[CH:19]=[N:18][C:17]([SH:20])=[N:16]1.O1CCOCC1.Cl[CH:28]([F:30])[F:29]>C(OCC)(=O)C.O>[Cl:14][C:6]1[CH:7]=[C:8]([C:10]([F:11])([F:13])[F:12])[CH:9]=[C:4]([Cl:3])[C:5]=1[N:15]1[CH:19]=[N:18][C:17]([S:20][CH:28]([F:30])[F:29])=[N:16]1 |f:0.1|. Procedure details: Sodium hydroxide (3.3 g) was added to a mixture of 1-(2,6-dichloro-4-trifluoromethylphenyl)-3-mercapto-1,2,4-triazole (0.32 g, 1 mmol), 1,4-dioxane (13 ml) and water (13 ml) at one time with blowing thereinto chlorodifluoromethane gas. The temperature rose to 60°-70° C. After the rise of temperature stopped, the mixture was cooled to room temperature and poured into water. Ethyl acetate was added and the organic layer was separated and washed with saturated aqueous sodium chloride solution. The ... Reactants: FC(C=1C=C(CN2C(C3=C(OCCC2)N=C(C=C3C3=CC=C(C=C3)F)Cl)=O)C=C(C1)C(F)(F)F)(F)F (5-[3,5-bis(trifluoromethyl)benzyl]-9-chloro-7-(4-fluorophenyl)-6-oxo-2,3,4,5-tetrahydro-6H-pyrido[2,3-b][1,5]oxazocine), CN(C1CCNCC1)C (4-(dimethylamino)piperidine). The product is FC(C=1C=C(CN2C(C3=C(OCCC2)N=C(C=C3C3=CC=C(C=C3)F)N3CCC(CC3)N(C)C)=O)C=C(C1)C(F)(F)F)(F)F (5-[3,5-bis(trifluoromethyl)benzyl]-9-[4-(dimethylamino)piperidine-1-yl]-7-(4-fluorophenyl)-6-oxo-2,3,4,5-tetrahydro-6H-pyrido[2,3-b][1,5]oxazocine). Yield: 36.2%. Reaction SMILES: [F:1][C:2]([F:36])([F:35])[C:3]1[CH:4]=[C:5]([CH:28]=[C:29]([C:31]([F:34])([F:33])[F:32])[CH:30]=1)[CH2:6][N:7]1[CH2:14][CH2:13][CH2:12][O:11][C:10]2[N:15]=[C:16](Cl)[CH:17]=[C:18]([C:19]3[CH:24]=[CH:23][C:22]([F:25])=[CH:21][CH:20]=3)[C:9]=2[C:8]1=[O:27].[CH3:37][N:38]([CH3:45])[CH:39]1[CH2:44][CH2:43][NH:42][CH2:41][CH2:40]1>>[F:1][C:2]([F:36])([F:35])[C:3]1[CH:4]=[C:5]([CH:28]=[C:29]([C:31]([F:34])([F:33])[F:32])[CH:30]=1)[CH2:6][N:7]1[CH2:14][CH2:13][CH2:12][O:11][C:10]2[N:15]=[C:16]([N:42]3[CH2:43][CH2:44][CH:39]([N:38]([CH3:45])[CH3:37])[CH2:40][CH2:41]3)[CH:17]=[C:18]([C:19]3[CH:24]=[CH:23][C:22]([F:25])=[CH:21][CH:20]=3)[C:9]=2[C:8]1=[O:27]. Reported procedure: In a similar manner to Example 1, 5-[3,5-bis(trifluoromethyl)benzyl]-9-chloro-7-(4-fluorophenyl)-6-oxo-2,3,4,5-tetrahydro-6H-pyrido[2,3-b][1,5]oxazocine (53.3 mg) was reacted with 4-(dimethylamino)piperidine (15.4 mg) to obtain 5-[3,5-bis(trifluoromethyl)benzyl]-9-[4-(dimethylamino)piperidine-1-yl]-7-(4-fluorophenyl)-6-oxo-2,3,4,5-tetrahydro-6H-pyrido[2,3-b][1,5]oxazocine (22.6 mg, 36%). Reactants: C(CCC)C1=NC2=C(N1CC1=CC=C(C=C1)C=1C(=CC=CC1)C(=O)OC(C)(C)C)C=C(C=C2)N2C(N1CSCC1C2=O)=O (tert.butyl 4'-[(2-n-butyl-6-(5,7-dioxo-1H,3H-imidazo-[1,5-c]thiazol-6-yl)-benzimidazol-1-yl)-methyl]biphenyl-2-carboxylate), FC(C(=O)O)(F)F (trifluoroacetic acid). Yields the product C(CCC)C1=NC2=C(N1CC=1C=C(C(=CC1)C1=CC=CC=C1)C(=O)O)C=C(C=C2)N2C(N1CSCC1C2=O)=O (4-[(2-n-Butyl-6-(5,7-dioxo-1H, 3H-imidazo[1,5-c]thiazol-6-yl)-benzimidazol-1-yl)-methyl]biphenyl-2-carboxylic acid). As a reaction SMILES: [CH2:1]([C:5]1[N:9]([CH2:10][C:11]2[CH:16]=[CH:15][C:14]([C:17]3[C:18](C(OC(C)(C)C)=O)=[CH:19][CH:20]=[CH:21][CH:22]=3)=[CH:13][CH:12]=2)[C:8]2[CH:30]=[C:31]([N:34]3[C:41](=[O:42])[CH:40]4[N:36]([CH2:37][S:38][CH2:39]4)[C:35]3=[O:43])[CH:32]=[CH:33][C:7]=2[N:6]=1)[CH2:2][CH2:3][CH3:4].FC(F)(F)[C:46]([OH:48])=[O:47]>>[CH2:1]([C:5]1[N:9]([CH2:10][C:11]2[CH:16]=[C:15]([C:46]([OH:48])=[O:47])[C:14]([C:17]3[CH:22]=[CH:21][CH:20]=[CH:19][CH:18]=3)=[CH:13][CH:12]=2)[C:8]2[CH:30]=[C:31]([N:34]3[C:41](=[O:42])[CH:40]4[N:36]([CH2:37][S:38][CH2:39]4)[C:35]3=[O:43])[CH:32]=[CH:33][C:7]=2[N:6]=1)[CH2:2][CH2:3][CH3:4]. Reported procedure: Prepared in analogous manner to Example 9 from tert.butyl 4'-[(2-n-butyl-6-(5,7-dioxo-1H,3H-imidazo-[1,5-c]thiazol-6-yl)-benzimidazol-1-yl)-methyl]biphenyl-2-carboxylate and trifluoroacetic acid. The reactants are Cc1cc(C=O)c2cccc(OCc3ccccc3)c2n1, CC(C)(C)O, CC=C(C)C, [Cl-], [Na+], [Na+], O, O, O, O=P([O-])(O)O. RXN SMILES: [CH2:14]([c:15]1[cH:16][cH:17][cH:18][cH:19][cH:20]1)[O:21][c:22]1[cH:23][cH:24][cH:25][c:26]2[c:27]([CH:33]=[O:34])[cH:28][c:29]([CH3:32])[n:30][c:31]12.[CH3:37][C:38]([OH:39])([CH3:40])[CH3:41].[CH3:9][C:10](=[CH:11][CH3:12])[CH3:13].[Cl-:36].[Na+:35].[Na+:8].[OH2:1].[OH2:2].[OH2:42].[P:3]([O-:4])([OH:5])([OH:6])=[O:7]>>[OH:1][C:33]([c:27]1[c:26]2[cH:25][cH:24][cH:23][c:22]([O:21][CH2:14][c:15]3[cH:16][cH:17][cH:18][cH:19][cH:20]3)[c:31]2[n:30][c:29]([CH3:32])[cH:28]1)=[O:34]. Product: Cc1cc(C(=O)O)c2cccc(OCc3ccccc3)c2n1. Starting materials: C=CC (propylene), C1(=CC=CC=C1)O (phenol), B(F)(F)F (boron trifluoride). Solvent: F (hydrogen fluoride). Reaction conditions: time 15 minute. The product is C(C)(C)C1=C(C=CC=C1)O (isopropylphenol). The yield is 59.0%. RXN SMILES: [C:1]1([OH:7])[CH:6]=[CH:5][CH:4]=[CH:3][CH:2]=1.[CH2:8]=[CH:9][CH3:10].B(F)(F)F>F>[CH:9]([C:2]1[CH:3]=[CH:4][CH:5]=[CH:6][C:1]=1[OH:7])([CH3:10])[CH3:8]. Procedure details: 9.4 g (0.1 mol) phenol is dissolved in 100 ml of anhydrous hydrogen fluoride and while keeping the solution at about 0° C., 2 g (0.05 mol) propylene was introduced and stirring continued for 15 minutes. The reaction mixture is then saturated with boron trifluoride and heated to 100° C. for 30 minutes. After workup, 59% isopropylphenol is obtained, containing 99% meta isomer, together with 31% phenol and some diisopropylphenols. Starting materials: NC=1N(C2=NC(=CC=C2C(C1C(=O)NC)=O)Cl)CC (2-amino-7-chloro-1-ethyl-N-methyl-4-oxo-1,4-dihydro[1,8]naphthyridine-3-carboxamide), COCC(C#C)(O)C ((±)-1-methoxy-2-methyl-3-butyn-2-ol). Reagents/catalysts: [Cu]I (CuI), C1=CC=C(C=C1)P(C2=CC=CC=C2)C3=CC=CC=C3.C1=CC=C(C=C1)P(C2=CC=CC=C2)C3=CC=CC=C3.Cl[Pd]Cl (bis(triphenylphosphine) palladium(II)dichloride). Solvent: CN(C)C=O.CCN(CC)CC (DMF Et3N). Product: NC=1N(C2=NC(=CC=C2C(C1C(=O)NC)=O)C#CC(COC)(C)O)CC ((±)-2-Amino-1-ethyl-7-(3-hydroxy-4-methoxy-3-methylbut-1-yn-1-yl)-N-methyl-4-oxo-1,4-dihydro-1,8-naphthyridine-3-carboxamide). RXN SMILES: [NH2:1][C:2]1[N:3]([CH2:18][CH3:19])[C:4]2[C:9]([C:10](=[O:16])[C:11]=1[C:12]([NH:14][CH3:15])=[O:13])=[CH:8][CH:7]=[C:6](Cl)[N:5]=2.[CH3:20][O:21][CH2:22][C:23]([CH3:27])([OH:26])[C:24]#[CH:25]>CN(C=O)C.CCN(CC)CC.[Cu]I.C1C=CC(P(C2C=CC=CC=2)C2C=CC=CC=2)=CC=1.C1C=CC(P(C2C=CC=CC=2)C2C=CC=CC=2)=CC=1.Cl[Pd]Cl>[NH2:1][C:2]1[N:3]([CH2:18][CH3:19])[C:4]2[C:9]([C:10](=[O:16])[C:11]=1[C:12]([NH:14][CH3:15])=[O:13])=[CH:8][CH:7]=[C:6]([C:25]#[C:24][C:23]([OH:26])([CH3:27])[CH2:22][O:21][CH3:20])[N:5]=2 |f:2.3,5.6.7|. Procedure details: A suspension of 3 g (10.69 mmol) of 2-amino-7-chloro-1-ethyl-N-methyl-4-oxo-1,4-dihydro[1,8]naphthyridine-3-carboxamide in 20 ml of a DMF/Et3N mixture (V/V; 1/1) is placed in an 80 ml microwave tube. This suspension is sparged with argon for 10 minutes and then 1.83 g of (±)-1-methoxy-2-methyl-3-butyn-2-ol (16.03 mmol), 0.081 g of CuI (0.43 mmol) and 0.375 g of bis(triphenylphosphine) palladium(II)dichloride (0.53 mmol) are successively added. The reactants are BrC1=C(C(=O)O)C(=CC=N1)C1=CC=C(C=C1)Cl (2-bromo-4-(4-clorophenyl)nicotinic acid), NC(=S)N (thiourea), resultant mixture, O (water), [OH-].[Na+] (sodium hydroxide). Run in Cl (HCl), Cl (HCl), C(C)(=O)O (acetic acid). Run at temperature 100 celsius, time 2 hour. The product is SC1=C(C(=O)O)C(=CC=N1)C1=CC=C(C=C1)Cl (2-mercapto-4-(4-chlorophenyl)nicotinic acid). RXN SMILES: Br[C:2]1[N:10]=[CH:9][CH:8]=[C:7]([C:11]2[CH:16]=[CH:15][C:14]([Cl:17])=[CH:13][CH:12]=2)[C:3]=1[C:4]([OH:6])=[O:5].NC(N)=[S:20].O.[OH-].[Na+]>Cl.C(O)(=O)C>[SH:20][C:2]1[N:10]=[CH:9][CH:8]=[C:7]([C:11]2[CH:16]=[CH:15][C:14]([Cl:17])=[CH:13][CH:12]=2)[C:3]=1[C:4]([OH:6])=[O:5] |f:3.4|. Procedure details: A mixture of 73.9 g (0.24 mol) of 2-bromo-4-(4-clorophenyl)nicotinic acid and 22.0 g (0.29 mol) of thiourea in 100 ml of 5% HCl and 150 ml of acetic acid was stirred at 100° C. for 2 hours. The mixture was poured into water and 400 ml of 50% sodium hydroxide was added to the resultant mixture, and the mixture was stirred at room temperature for 30 minutes. The mixture was then acidified with 20% HCl, and the crystal thus precipitated was filtrated out and washed with water. The washed crystal wa...